From a dataset of the Open Reaction Database (ORD), a public repository of structured organic reaction records. describe an organic reaction: reactants, conditions, products, and yield Starting materials: CCOc1oc(-c2c(F)cccc2Cl)nc1C(C)C, [H-], [H][H], [Na+], CN(C)C=O, O, OCc1ccccc1. The product is CCOc1oc(-c2c(Cl)cccc2OCc2ccccc2)nc1C(C)C. Reaction SMILES: [CH3:13][CH:14]([CH3:15])[c:16]1[n:17][c:18](-[c:24]2[c:25]([Cl:31])[cH:26][cH:27][cH:28][c:29]2[F:30])[o:19][c:20]1[O:21][CH2:22][CH3:23].[H-:9].[H:11][H:12].[Na+:10].[O:33]=[CH:34][N:35]([CH3:36])[CH3:37].[OH2:32].[OH:1][CH2:2][c:3]1[cH:4][cH:5][cH:6][cH:7][cH:8]1>>[O:1]([CH2:2][c:3]1[cH:4][cH:5][cH:6][cH:7][cH:8]1)[c:29]1[c:24](-[c:18]2[n:17][c:16]([CH:14]([CH3:13])[CH3:15])[c:20]([O:21][CH2:22][CH3:23])[o:19]2)[c:25]([Cl:31])[cH:26][cH:27][cH:28]1.